From a dataset of the Open Reaction Database (ORD), a public repository of structured organic reaction records. describe an organic reaction: reactants, conditions, products, and yield The reactants are C(C)(C)(C)OC(=O)N1CCN(CC1)C1=CC=C(C=C1)C(CCC1=CC=C(C=C1)NC(C(F)(F)F)=O)=O (4-(4-{3-[4-(2,2,2-trifluoroacetylamino)phenyl]propionyl}-phenyl)piperazine-1-carboxylic acid tert-butyl ester). Solvent: ClCCl (dichloromethane), FC(C(=O)O)(F)F (trifluoroacetic acid). Conditions: time 1 hour. Product: FC(C(=O)NC1=CC=C(C=C1)CCC(C1=CC=C(C=C1)N1CCNCC1)=O)(F)F (2,2,2-Trifluoro-N-{4-[3-oxo-3-(4-piperazin-1-ylphenyl)propyl]phenyl}-acetamide). Yield: 96.2%. Reaction SMILES: C(OC([N:8]1[CH2:13][CH2:12][N:11]([C:14]2[CH:19]=[CH:18][C:17]([C:20](=[O:36])[CH2:21][CH2:22][C:23]3[CH:28]=[CH:27][C:26]([NH:29][C:30](=[O:35])[C:31]([F:34])([F:33])[F:32])=[CH:25][CH:24]=3)=[CH:16][CH:15]=2)[CH2:10][CH2:9]1)=O)(C)(C)C>ClCCl.FC(F)(F)C(O)=O>[F:33][C:31]([F:32])([F:34])[C:30]([NH:29][C:26]1[CH:25]=[CH:24][C:23]([CH2:22][CH2:21][C:20](=[O:36])[C:17]2[CH:18]=[CH:19][C:14]([N:11]3[CH2:12][CH2:13][NH:8][CH2:9][CH2:10]3)=[CH:15][CH:16]=2)=[CH:28][CH:27]=1)=[O:35]. Procedure: A suspension of 4-(4-{3-[4-(2,2,2-trifluoroacetylamino)phenyl]propionyl}-phenyl)piperazine-1-carboxylic acid tert-butyl ester (2.5 g, 4.95 mmol) in dichloromethane (10 mL) and trifluoroacetic acid (10 mL) was stirred at room temperature for 1 hour. The reaction mixture was concentrated in vacuo and diluted with water. The resultant white solid was collected, washed with water, dried in vacuo to give the title compound (1.93 g, 96%). The product was used in the next step without further purificat... Starting materials: COc1cc(Cl)cc(Br)c1, CCCCCCC, CN(C)C=O, O=c1n(Cl)c(=O)n(Cl)c(=O)n1Cl. The product is COc1cc(Cl)c(Cl)c(Br)c1. Reaction SMILES: [Br:1][c:2]1[cH:3][c:4]([Cl:10])[cH:5][c:6]([O:8][CH3:9])[cH:7]1.[CH3:23][CH2:24][CH2:25][CH2:26][CH2:27][CH2:28][CH3:29].[CH3:30][N:31]([CH3:32])[CH:33]=[O:34].[Cl:11][n:12]1[c:13](=[O:14])[n:15]([Cl:16])[c:17](=[O:18])[n:19]([Cl:20])[c:21]1=[O:22]>>[Br:1][c:2]1[c:3]([Cl:11])[c:4]([Cl:10])[cH:5][c:6]([O:8][CH3:9])[cH:7]1. The reactants are CC(=O)OCCO, O=C(Nc1nccs1)c1nc(-c2ccc(O)cc2)[nH]c1-c1ccc(F)cc1, c1ccc(P(c2ccccc2)c2ccccc2)cc1. Product: CC(=O)OCCOc1ccc(-c2nc(C(=O)Nc3nccs3)c(-c3ccc(F)cc3)[nH]2)cc1. As a reaction SMILES: [C:28]([CH3:29])(=[O:30])[O:31][CH2:32][CH2:33][OH:34].[F:1][c:2]1[cH:3][cH:4][c:5](-[c:8]2[c:9]([C:20](=[O:21])[NH:22][c:23]3[s:24][cH:25][cH:26][n:27]3)[n:10][c:11](-[c:13]3[cH:14][cH:15][c:16]([OH:19])[cH:17][cH:18]3)[nH:12]2)[cH:6][cH:7]1.[c:35]1([P:36]([c:37]2[cH:38][cH:39][cH:40][cH:41][cH:42]2)[c:43]2[cH:44][cH:45][cH:46][cH:47][cH:48]2)[cH:49][cH:50][cH:51][cH:52][cH:53]1>>[F:1][c:2]1[cH:3][cH:4][c:5](-[c:8]2[c:9]([C:20](=[O:21])[NH:22][c:23]3[s:24][cH:25][cH:26][n:27]3)[n:10][c:11](-[c:13]3[cH:14][cH:15][c:16]([O:19][CH2:33][CH2:32][O:31][C:28]([CH3:29])=[O:30])[cH:17][cH:18]3)[nH:12]2)[cH:6][cH:7]1.